This data is from the Open Reaction Database (ORD), a public repository of structured organic reaction records. The task is: describe an organic reaction: reactants, conditions, products, and yield Starting materials: CC1(CN2CCN(C(=O)CCl)CC2)Cn2cc([N+](=O)[O-])nc2O1, Sc1ccc(Cl)cc1. Yields the product CC1(CN2CCN(C(=O)CSc3ccc(Cl)cc3)CC2)Cn2cc([N+](=O)[O-])nc2O1. RXN SMILES: [Cl:1][CH2:2][C:3](=[O:4])[N:5]1[CH2:6][CH2:7][N:8]([CH2:11][C:12]2([CH3:23])[CH2:13][n:14]3[c:15]([n:17][c:18]([N+:20](=[O:21])[O-:22])[cH:19]3)[O:16]2)[CH2:9][CH2:10]1.[Cl:24][c:25]1[cH:26][cH:27][c:28]([SH:31])[cH:29][cH:30]1>>[CH2:2]([C:3](=[O:4])[N:5]1[CH2:6][CH2:7][N:8]([CH2:11][C:12]2([CH3:23])[CH2:13][n:14]3[c:15]([n:17][c:18]([N+:20](=[O:21])[O-:22])[cH:19]3)[O:16]2)[CH2:9][CH2:10]1)[S:31][c:28]1[cH:27][cH:26][c:25]([Cl:24])[cH:30][cH:29]1. Starting materials: COC(=O)C1=CC=2CCCC(C2C=C1)NC(=O)OCC1=CC=CC=C1 (5-(benzyloxycarbonylamino)-5,6,7,8-tetrahydronaphthalene-2-carboxylic acid methyl ester). The solvent is [OH-].[Na+] (sodium hydroxide). Yields the product C(C1=CC=CC=C1)OC(=O)NC1C=2C=CC(=CC2CCC1)C(=O)O (5-(benzyloxycarbonylamino)-5,6,7,8-tetrahydronaphthalene-2-carboxylic acid). The yield is 83.2%. Reaction SMILES: C[O:2][C:3]([C:5]1[CH:14]=[CH:13][C:12]2[CH:11]([NH:15][C:16]([O:18][CH2:19][C:20]3[CH:25]=[CH:24][CH:23]=[CH:22][CH:21]=3)=[O:17])[CH2:10][CH2:9][CH2:8][C:7]=2[CH:6]=1)=[O:4]>[OH-].[Na+]>[CH2:19]([O:18][C:16]([NH:15][CH:11]1[CH2:10][CH2:9][CH2:8][C:7]2[CH:6]=[C:5]([C:3]([OH:4])=[O:2])[CH:14]=[CH:13][C:12]1=2)=[O:17])[C:20]1[CH:25]=[CH:24][CH:23]=[CH:22][CH:21]=1 |f:1.2|. Procedure: By a similar reaction operation as in Starting Material Synthetic Example 8 using 5-(benzyloxycarbonylamino)-5,6,7,8-tetrahydronaphthalene-2-carboxylic acid methyl ester (3.50 g) and 1N aqueous sodium hydroxide solution (20 ml), the objective 5-(benzyloxycarbonylamino)-5,6,7,8-tetrahydronaphthalene-2-carboxylic acid (2.79 g) was obtained as colorless crystals. Starting materials: C(#N)C1=CC=C(CC(CCC2=CC=C(C(=O)OC)C=C2)\C=C\C2=C(C=CC=C2)OCC2=CC=C(C=C2)C2=CC=C(C=C2)C(F)(F)F)C=C1 (methyl 4-[(4E)-3-(4-cyanobenzyl)-5-(2-{[4′-(trifluoromethyl)biphenyl-4-yl]methoxy}phenyl)pent-4-en-1-yl]benzoate), C[Si](C)(C)N=[N+]=[N-] (trimethylsilyl azide), C(CCC)[Sn](CCCC)=O (di-n-butyltin oxide). Run in C1(=CC=CC=C1)C (toluene). Run at temperature 80 celsius. The product is N1N=NN=C1C1=CC=C(CC(CCC2=CC=C(C(=O)OC)C=C2)\C=C\C2=C(C=CC=C2)OCC2=CC=C(C=C2)C2=CC=C(C=C2)C(F)(F)F)C=C1 (Methyl 4-[(4E)-3-[4-(1H-tetrazol-5-yl)benzyl]-5-(2-{[4′-(trifluoromethyl)biphenyl-4-yl]methoxy}-phenyl)pent-4-en-1-yl]benzoate). Reaction SMILES: [C:1]([C:3]1[CH:48]=[CH:47][C:6]([CH2:7][CH:8](/[CH:21]=[CH:22]/[C:23]2[CH:28]=[CH:27][CH:26]=[CH:25][C:24]=2[O:29][CH2:30][C:31]2[CH:36]=[CH:35][C:34]([C:37]3[CH:42]=[CH:41][C:40]([C:43]([F:46])([F:45])[F:44])=[CH:39][CH:38]=3)=[CH:33][CH:32]=2)[CH2:9][CH2:10][C:11]2[CH:20]=[CH:19][C:14]([C:15]([O:17][CH3:18])=[O:16])=[CH:13][CH:12]=2)=[CH:5][CH:4]=1)#[N:2].C[Si]([N:53]=[N+:54]=[N-:55])(C)C.C([Sn](=O)CCCC)CCC>C1(C)C=CC=CC=1>[NH:53]1[C:1]([C:3]2[CH:4]=[CH:5][C:6]([CH2:7][CH:8](/[CH:21]=[CH:22]/[C:23]3[CH:28]=[CH:27][CH:26]=[CH:25][C:24]=3[O:29][CH2:30][C:31]3[CH:36]=[CH:35][C:34]([C:37]4[CH:42]=[CH:41][C:40]([C:43]([F:44])([F:45])[F:46])=[CH:39][CH:38]=4)=[CH:33][CH:32]=3)[CH2:9][CH2:10][C:11]3[CH:12]=[CH:13][C:14]([C:15]([O:17][CH3:18])=[O:16])=[CH:19][CH:20]=3)=[CH:47][CH:48]=2)=[N:2][N:55]=[N:54]1. Procedure details: A solution of 295 mg (0.53 mmol) of methyl 4-[(4E)-3-(4-cyanobenzyl)-5-(2-{[4′-(trifluoromethyl)biphenyl-4-yl]methoxy}phenyl)pent-4-en-1-yl]benzoate in 20 ml of toluene is mixed with 1.33 ml (9.99 mmol) of trimethylsilyl azide and 249 mg (1 mmol) of di-n-butyltin oxide and heated at 80° C. for 12 hours. After cooling to room temperature, the mixture is washed with saturated sodium bicarbonate solution. The organic phase is separated off, washed with saturated sodium chloride solution and dried o...